Dataset: the Open Reaction Database (ORD), a public repository of structured organic reaction records. Task: describe an organic reaction: reactants, conditions, products, and yield Starting materials: CO, O=[N+]([O-])c1ccc(CN2CCCCC2)c(Cl)c1, ClCCl. The product is Nc1ccc(CN2CCCCC2)c(Cl)c1. Reaction SMILES: [CH3:18][OH:19].[Cl:1][c:2]1[c:3]([CH2:4][N:5]2[CH2:6][CH2:7][CH2:8][CH2:9][CH2:10]2)[cH:11][cH:12][c:13]([N+:15]([O-:16])=[O:17])[cH:14]1.[Cl:20][CH2:21][Cl:22]>>[Cl:1][c:2]1[c:3]([CH2:4][N:5]2[CH2:6][CH2:7][CH2:8][CH2:9][CH2:10]2)[cH:11][cH:12][c:13]([NH2:15])[cH:14]1.